This data is from the Open Reaction Database (ORD), a public repository of structured organic reaction records. The task is: describe an organic reaction: reactants, conditions, products, and yield Reactants: CN1CCNCC1, CC(C)O, O=C(O)CCc1oc(Cl)nc1-c1ccc(Cl)cc1. Yields the product CN1CCN(c2nc(-c3ccc(Cl)cc3)c(CCC(=O)O)o2)CC1. RXN SMILES: [CH3:19][N:20]1[CH2:21][CH2:22][NH:23][CH2:24][CH2:25]1.[CH:26]([OH:27])([CH3:28])[CH3:29].[Cl:1][c:2]1[o:3][c:4]([CH2:14][CH2:15][C:16](=[O:17])[OH:18])[c:5](-[c:7]2[cH:8][cH:9][c:10]([Cl:13])[cH:11][cH:12]2)[n:6]1>>[c:2]1([N:23]2[CH2:22][CH2:21][N:20]([CH3:19])[CH2:25][CH2:24]2)[o:3][c:4]([CH2:14][CH2:15][C:16](=[O:17])[OH:18])[c:5](-[c:7]2[cH:8][cH:9][c:10]([Cl:13])[cH:11][cH:12]2)[n:6]1. The reactants are CCOC(=O)Cc1cc(C(=O)c2ccc(S(C)(=O)=O)cc2)c2cc(F)ccc2c1, [Li+], C1CCOC1, [OH-], O, O. The product is CS(=O)(=O)c1ccc(C(=O)c2cc(CC(=O)O)cc3ccc(F)cc23)cc1. As a reaction SMILES: [CH2:1]([CH3:2])[O:3][C:4]([CH2:5][c:6]1[cH:7][c:8]2[cH:9][cH:10][c:11]([F:28])[cH:12][c:13]2[c:14]([C:16]([c:17]2[cH:18][cH:19][c:20]([S:23](=[O:24])(=[O:25])[CH3:26])[cH:21][cH:22]2)=[O:27])[cH:15]1)=[O:29].[Li+:32].[O:33]1[CH2:34][CH2:35][CH2:36][CH2:37]1.[OH-:31].[OH2:30].[OH2:38]>>[O:3]=[C:4]([CH2:5][c:6]1[cH:7][c:8]2[cH:9][cH:10][c:11]([F:28])[cH:12][c:13]2[c:14]([C:16]([c:17]2[cH:18][cH:19][c:20]([S:23](=[O:24])(=[O:25])[CH3:26])[cH:21][cH:22]2)=[O:27])[cH:15]1)[OH:29].